From a dataset of the Open Reaction Database (ORD), a public repository of structured organic reaction records. describe an organic reaction: reactants, conditions, products, and yield Reactants: C(#N)NC(SC)=NCCSCC1=C(N=CN1)C (N-Cyano-N'-[2-((4-methyl-5-imidazolyl)methylthio)ethyl]-S-methylisothiourea), COCCN (2-methoxyethylamine). Product: C(#N)NC(=NCCSCC1=C(N=CN1)C)NCCOC (N-Cyano-N'-(2-methoxyethyl)-N"-[2-((4-methyl-5-imidazolyl)methylthio)ethyl]guanidine). Reaction SMILES: [C:1]([NH:3][C:4](=[N:7][CH2:8][CH2:9][S:10][CH2:11][C:12]1[NH:16][CH:15]=[N:14][C:13]=1[CH3:17])SC)#[N:2].[CH3:18][O:19][CH2:20][CH2:21][NH2:22]>>[C:1]([NH:3][C:4]([NH:22][CH2:21][CH2:20][O:19][CH3:18])=[N:7][CH2:8][CH2:9][S:10][CH2:11][C:12]1[NH:16][CH:15]=[N:14][C:13]=1[CH3:17])#[N:2]. Reported procedure: N-Cyano-N'-[2-((4-methyl-5-imidazolyl)methylthio)ethyl]-S-methylisothiourea (4.05 g) was dissolved in 2-methoxyethylamine (15 ml) and heated under reflux for 6 hours. Evaporation of the solvent and chromatographic purification of the residue on a column of silica gel with elution by chloroform and then with chloroform/methanol (20:1) yielded the title compound as a pale yellow oil (2.7 g). Conditions: temperature 170 celsius, time 1 hour. Product: C1=CC=CC=CCCCCCC1 (cyclododecatriene). The reagents and catalysts are [CH-]=O.[CH-]=O.[C-]#[O+].[C-]#[O+].[C-]#[O+].[C-]#[O+].[C-]#[O+].[C-]#[O+].[Co].[Co+2] (dicobalt octacarbonyl). The reactants are tris-(dibenzyl sulfide)-tris-chloro-rhodium, steel, C1(=CC=CC=C1)C (toluene). RXN SMILES: [C:1]1([CH3:7])[CH:6]=[CH:5][CH:4]=[CH:3][CH:2]=1>[CH-]=O.[CH-]=O.[C-]#[O+].[C-]#[O+].[C-]#[O+].[C-]#[O+].[C-]#[O+].[C-]#[O+].[Co].[Co+2]>[CH:2]1[CH2:3][CH2:4][CH2:5][CH2:6][CH2:1][CH2:7][CH:3]=[CH:2][CH:1]=[CH:6][CH:5]=1 |f:1.2.3.4.5.6.7.8.9.10|. Reported procedure: The catalyst, 75 mg of tris-(dibenzyl sulfide)-tris-chloro-rhodium and 2.4 g of dicobalt octacarbonyl, and 500 g of toluene are introduced into a fine-steel autoclave. The autoclave is repeatedly purged with a 1:1 gas mixture of carbon monoxide and hydrogen with which a pressure of up to 100 bars is established. The autoclave is heated with stirring to 170° C. and the pressure is increased to 200 bars using the same gas mixture, the pressure subsequently being kept constant by the introduction o... The reactants are CS(=O)(=O)CS(=O)(=O)OC1=CC=CC=C1 (phenyl methylsulfonylmethanesulfonate), [OH-].[Na+] (sodium hydroxide), CS(=O)(=O)Cl (methanesulfonyl chloride). Run in O (water). Run at temperature 2.5 celsius. Yields the product CS(=O)(=O)C(S(=O)(=O)OC1=CC=CC=C1)S(=O)(=O)C (phenyl bis(methylsulfonyl)methanesulfonate). Yield: 80.0%. As a reaction SMILES: [CH3:1][S:2]([CH2:5][S:6]([O:9][C:10]1[CH:15]=[CH:14][CH:13]=[CH:12][CH:11]=1)(=[O:8])=[O:7])(=[O:4])=[O:3].[OH-].[Na+].[CH3:18][S:19](Cl)(=[O:21])=[O:20]>O>[CH3:1][S:2]([CH:5]([S:19]([CH3:18])(=[O:21])=[O:20])[S:6]([O:9][C:10]1[CH:15]=[CH:14][CH:13]=[CH:12][CH:11]=1)(=[O:7])=[O:8])(=[O:3])=[O:4] |f:1.2|. Procedure: The above phenyl methylsulfonylmethanesulfonate (25 g, 0.1 mole) was dissolved in a solution of 75 mL of water and 8 g (0.1 mole) of 50% sodium hydroxide. The solution was cooled to 0-5° C. and treated with 11.4 g of methanesulfonyl chloride which was added dropwise over 45 min. The resulting slurry was filtered (starting material precipitates during the addition) and the solid (14.3 g after drying) was washed with 75 mL of water. The filtrate was treated with conc HCl until no more solid precip... Reactants: COC(CCC(C1=CC=C(C=C1)Cl)=O)=O (methyl-3-(4-chlorobenzoyl)propionate), S(=O)(=O)(Cl)Cl (sulfuryl chloride). Solvent: ClCCl (dichloromethane). Reaction conditions: time 8 hour. The product is ClC(CC(=O)OC)C(C1=CC=C(C=C1)Cl)=O (Methyl 3-chloro-3-(4-chlorobenzoyl)propionate). As a reaction SMILES: [CH3:1][O:2][C:3](=[O:15])[CH2:4][CH2:5][C:6](=[O:14])[C:7]1[CH:12]=[CH:11][C:10]([Cl:13])=[CH:9][CH:8]=1.S(Cl)([Cl:19])(=O)=O>ClCCl>[Cl:19][CH:5]([C:6](=[O:14])[C:7]1[CH:8]=[CH:9][C:10]([Cl:13])=[CH:11][CH:12]=1)[CH2:4][C:3]([O:2][CH3:1])=[O:15]. Procedure details: A solution of 179 g (0.79 mole) of methyl-3-(4-chlorobenzoyl)propionate in 175 mL of dichloromethane was cooled to 0° and treated dropwise with 69.8 mL (117.3 g; 0.86 mole, d=1.68) of sulfuryl chloride. After the addition was complete, the cold bath was removed, and the reaction mixture was allowed to warm to room temperature while stirring overnight. The mixture was treated with 100 mL of water and basified cautiously with 50% sodium hydroxide. The layers were separated, the dichloromethane lay... Run in CC(=O)O (HOAc). As a reaction SMILES: [CH:1]1([C:7]2[CH:28]=[CH:27][C:10]([O:11][CH2:12][CH:13]3[O:26][C:16]4=[N:17][C:18](=[O:25])[CH:19]=[C:20]([CH2:21][S:22][CH2:23][CH3:24])[N:15]4[CH2:14]3)=[CH:9][CH:8]=2)[CH2:6][CH2:5][CH2:4][CH2:3][CH2:2]1.B1([O-])OO1.[OH2:33].[OH2:34].O.O.[Na+].[OH-].[Na+].C(=O)([O-])[O-].[Na+].[Na+]>CC(O)=O>[CH:1]1([C:7]2[CH:28]=[CH:27][C:10]([O:11][CH2:12][C@H:13]3[O:26][C:16]4=[N:17][C:18](=[O:25])[CH:19]=[C:20]([CH2:21][S:22]([CH2:23][CH3:24])(=[O:34])=[O:33])[N:15]4[CH2:14]3)=[CH:9][CH:8]=2)[CH2:2][CH2:3][CH2:4][CH2:5][CH2:6]1 |f:1.2.3.4.5.6,7.8,9.10.11|. Procedure: To a solution of 2-(4-cyclohexyl-phenoxymethyl)-5-ethylsulfanylmethyl-2,3-dihydro-oxazolo[3,2-a]pyrimidin-7-one (0.3 g, 0.75 mmol) in HOAc (20 mL) was added sodium perborate tetrahydrate (0.3 g, 1.95 mmol). The reaction mixture was stirred at room temperature overnight. The reaction mixture was neutralized with sodium hydroxide (2N) to pH˜7 and further to pH˜10 with aqueous sodium carbonate. The mixture was extracted with EtOAc three times. The organic phase was washed with brine and dried (Na2S... The reactants are C1(CCCCC1)C1=CC=C(OCC2CN3C(=NC(C=C3CSCC)=O)O2)C=C1 (2-(4-cyclohexyl-phenoxymethyl)-5-ethylsulfanylmethyl-2,3-dihydro-oxazolo[3,2-a]pyrimidin-7-one), B1(OO1)[O-].O.O.O.O.[Na+] (sodium perborate tetrahydrate), C([O-])([O-])=O.[Na+].[Na+] (sodium carbonate), [OH-].[Na+] (sodium hydroxide). The product is C1(CCCCC1)C1=CC=C(OC[C@@H]2CN3C(=NC(C=C3CS(=O)(=O)CC)=O)O2)C=C1 ((S)-2-(4-Cyclohexyl-phenoxymethyl)-5-ethanesulfonylmethyl-2,3-dihydro-oxazolo[3,2-a]pyrimidin-7-one). Conditions: time 8 hour. Yield: 78.3%. Reactants: C(C)(C)(C)OC(N(C)[C@@H](CC1=CC=C(C=C1)OCC1=CC=CC=C1)C(NCC1(CCC1)C1=CC=CC=C1)=O)=O ((S)-{2-(4-Benzyloxy-phenyl)-1-[(1-phenyl-cyclobutylmethyl)-carbamoyl]-ethyl}-methyl-carbamic acid tert-butyl ester), C(=O)(C(F)(F)F)O (TFA). Run in C(Cl)Cl (methylene chloride). Run at time 2 hour. Product: FC(C(=O)O)(F)F.C(C1=CC=CC=C1)OC1=CC=C(C=C1)C[C@@H](C(=O)NCC1(CCC1)C1=CC=CC=C1)NC ((S)-3-(4-Benzyloxy-phenyl)-2-methylamino-N-(1-phenyl-cyclobutylmethyl)-propionamide trifluoroacetate salt). RXN SMILES: C(O[C:6](=O)[N:7]([C@H:9]([C:25](=[O:38])[NH:26][CH2:27][C:28]1([C:32]2[CH:37]=[CH:36][CH:35]=[CH:34][CH:33]=2)[CH2:31][CH2:30][CH2:29]1)[CH2:10][C:11]1[CH:16]=[CH:15][C:14]([O:17][CH2:18][C:19]2[CH:24]=[CH:23][CH:22]=[CH:21][CH:20]=2)=[CH:13][CH:12]=1)C)(C)(C)C.[C:40]([OH:46])([C:42]([F:45])([F:44])[F:43])=[O:41]>C(Cl)Cl>[F:43][C:42]([F:45])([F:44])[C:40]([OH:46])=[O:41].[CH2:18]([O:17][C:14]1[CH:15]=[CH:16][C:11]([CH2:10][C@H:9]([NH:7][CH3:6])[C:25]([NH:26][CH2:27][C:28]2([C:32]3[CH:37]=[CH:36][CH:35]=[CH:34][CH:33]=3)[CH2:29][CH2:30][CH2:31]2)=[O:38])=[CH:12][CH:13]=1)[C:19]1[CH:20]=[CH:21][CH:22]=[CH:23][CH:24]=1 |f:3.4|. Procedure details: To a solution of (S)-{2-(4-Benzyloxy-phenyl)-1-[(1-phenyl-cyclobutylmethyl)-carbamoyl]-ethyl}-methyl-carbamic acid tert-butyl ester (from Step 1; 1.07 g, 2.02 mmol) in methylene chloride (10 mL) was added TFA (2.5 mL). The solution was stirred at room temperature for 2 hours and then concentrated in vacuo. Coevaporisation with methylene chloride was carried out twice to give the desired product which was used without further purification. Reactants: COc1ccc(CN2C(=O)C(NC(=O)Cc3ccccc3)C2COS(=O)(=O)c2ccc(C)cc2)c(OC)c1, CC(C)=O, [I-], [Na+]. Yields the product COc1ccc(CN2C(=O)C(NC(=O)Cc3ccccc3)C2CI)c(OC)c1. RXN SMILES: [CH3:1][O:2][c:3]1[c:4]([CH2:5][N:6]2[C:7](=[O:32])[CH:8]([NH:22][C:23]([CH2:24][c:25]3[cH:26][cH:27][cH:28][cH:29][cH:30]3)=[O:31])[CH:9]2[CH2:10][O:11][S:12]([c:13]2[cH:14][cH:15][c:16]([CH3:17])[cH:18][cH:19]2)(=[O:20])=[O:21])[cH:33][cH:34][c:35]([O:37][CH3:38])[cH:36]1.[CH3:41][C:42](=[O:43])[CH3:44].[I-:40].[Na+:39]>>[CH3:1][O:2][c:3]1[c:4]([CH2:5][N:6]2[C:7](=[O:32])[CH:8]([NH:22][C:23]([CH2:24][c:25]3[cH:26][cH:27][cH:28][cH:29][cH:30]3)=[O:31])[CH:9]2[CH2:10][I:40])[cH:33][cH:34][c:35]([O:37][CH3:38])[cH:36]1.